This data is from the Open Reaction Database (ORD), a public repository of structured organic reaction records. The task is: describe an organic reaction: reactants, conditions, products, and yield The reactants are Amide, NCC1=CC=NC=C1 (4-(aminomethyl)pyridine), ester, COC(=O)C=1C(=CC=C(C1)C=1SC=C(N1)C1=CC(=C(C=C1)Cl)Cl)C1=CC=C(C=C1)C(=O)O (4-[4-(3,4-dichloro-phenyl)-thiazol-2-yl]-biphenyl-2,4′-dicarboxylic acid 2-methyl ester), COC(=O)C=1C(=CC=C(C1)C=1SC=C(N1)C1=CC(=C(C=C1)Cl)Cl)C1=CC=C(C=C1)C(=O)O (4-[4-(3,4-dichloro-phenyl)-thiazol-2-yl]-biphenyl-2,4′-dicarboxylic acid 2-methyl ester). Yields the product ClC=1C=C(C=CC1Cl)C=1N=C(SC1)C=1C=C(C(=CC1)C1=CC=C(C=C1)C(NCC1=CC=NC=C1)=O)C(=O)O (4-[4-(3,4-dichloro-phenyl)-thiazol-2-yl]-4′-[(pyridin-4-ylmethyl)-carbamoyl]-biphenyl-2-carboxylic acid). Isolated yield 66.3%. As a reaction SMILES: C[O:2][C:3]([C:5]1[C:6]([C:24]2[CH:29]=[CH:28][C:27]([C:30](O)=[O:31])=[CH:26][CH:25]=2)=[CH:7][CH:8]=[C:9]([C:11]2[S:12][CH:13]=[C:14]([C:16]3[CH:21]=[CH:20][C:19]([Cl:22])=[C:18]([Cl:23])[CH:17]=3)[N:15]=2)[CH:10]=1)=[O:4].[NH2:33][CH2:34][C:35]1[CH:40]=[CH:39][N:38]=[CH:37][CH:36]=1>>[Cl:23][C:18]1[CH:17]=[C:16]([C:14]2[N:15]=[C:11]([C:9]3[CH:10]=[C:5]([C:3]([OH:2])=[O:4])[C:6]([C:24]4[CH:25]=[CH:26][C:27]([C:30](=[O:31])[NH:33][CH2:34][C:35]5[CH:40]=[CH:39][N:38]=[CH:37][CH:36]=5)=[CH:28][CH:29]=4)=[CH:7][CH:8]=3)[S:12][CH:13]=2)[CH:21]=[CH:20][C:19]=1[Cl:22]. Procedure: Using the conditions of General Procedure E for Amide Coupling in Parallel Mode, 4-[4-(3,4-dichloro-phenyl)-thiazol-2-yl]-biphenyl-2,4′-dicarboxylic acid 2-methyl ester (which may be prepared as described for Intermediate 8; 100 mg, 0.21 mmol) was reacted with 4-(aminomethyl)pyridine (available from Aldrich Chemical Company, Inc.; 67 mg, 0.62 mmol). The resulting ester was hydrolyzed and the acid was purified using HPLC Purification Conditions B to give 4-[4-(3,4-dichloro-phenyl)-thiazol-2-yl]-4... Reactants: C(C)(C)(C)OC(C1=C(C=C(C(=C1)C1=NC(=NC(=C1)SCCN)N)C)C)=O (5-[2-Amino-6-(2-aminoethylsulfanyl)pyrimidin-4-yl]-2,4-dimethylbenzoic acid tert-butyl ester), C(C)(C)(C)OC(=O)NC(C(=O)O)CCNC(=O)OC(C)(C)C (2,4-bis((tert-butoxycarbonyl)amino)butyric acid), C(CN)C(C(=O)O)N.Cl.Cl (DL-2,4-diaminobutyric acid dihydrochloride), Cl.C(C)N=C=NCCCN(C)C (1-Ethyl-3-(3′-dimethylaminopropyl)carbodiimide hydrochloride), C(C)(C)N(CC)C(C)C (diisopropylethylamine), ON1N=NC2=C1C=CC=C2 (1-hydroxybenzotriazole). The solvent is CN(C=O)C (N,N-dimethylformamide), C(C)(=O)OCC (ethyl acetate). Run at time 8 hour. The product is C(C)(C)(C)OC(C1=C(C=C(C(=C1)C1=NC(=NC(=C1)SCCNC(C(CCNC(=O)OC(C)(C)C)NC(=O)OC(C)(C)C)=O)N)C)C)=O (5-{2-amino-6-[2-(2,4-bis-tert-butoxycarbonylaminobutyrylamino)ethylsulfanyl]pyrimidin-4-yl}-2,4-dimethylbenzoic acid tert-butyl ester). RXN SMILES: [C:1]([O:5][C:6](=[O:26])[C:7]1[CH:12]=[C:11]([C:13]2[CH:18]=[C:17]([S:19][CH2:20][CH2:21][NH2:22])[N:16]=[C:15]([NH2:23])[N:14]=2)[C:10]([CH3:24])=[CH:9][C:8]=1[CH3:25])([CH3:4])([CH3:3])[CH3:2].[C:27]([O:31][C:32]([NH:34][CH:35]([CH2:39][CH2:40][NH:41][C:42]([O:44][C:45]([CH3:48])([CH3:47])[CH3:46])=[O:43])[C:36](O)=[O:37])=[O:33])([CH3:30])([CH3:29])[CH3:28].C(C(N)C(O)=O)CN.Cl.Cl.ON1C2C=CC=CC=2N=N1.Cl.C(N=C=NCCCN(C)C)C.C(N(C(C)C)CC)(C)C>CN(C)C=O.C(OCC)(=O)C>[C:1]([O:5][C:6](=[O:26])[C:7]1[CH:12]=[C:11]([C:13]2[CH:18]=[C:17]([S:19][CH2:20][CH2:21][NH:22][C:36](=[O:37])[CH:35]([NH:34][C:32]([O:31][C:27]([CH3:30])([CH3:29])[CH3:28])=[O:33])[CH2:39][CH2:40][NH:41][C:42]([O:44][C:45]([CH3:48])([CH3:47])[CH3:46])=[O:43])[N:16]=[C:15]([NH2:23])[N:14]=2)[C:10]([CH3:24])=[CH:9][C:8]=1[CH3:25])([CH3:4])([CH3:3])[CH3:2] |f:2.3.4,6.7|. Procedure: 5-[2-Amino-6-(2-aminoethylsulfanyl)pyrimidin-4-yl]-2,4-dimethylbenzoic acid tert-butyl ester (1.9 g, 5.10 mmol) obtained in Step 1 above, DL-2,4-bis((tert-butoxycarbonyl)amino)butyric acid (which can be prepared from commercially available DL-2,4-diaminobutyric acid dihydrochloride by the method described in Journal of Inorganic Biochemistry (2004) 98(11): 1933-1946) (4.9 g, 15.3 mmol), and 1-hydroxybenzotriazole (2.1 g, 15.3 mmol) were dissolved in N,N-dimethylformamide (40 ml). 1-Ethyl-3-(3′-d... Solvent: O1CCCC1 (tetrahydrofuran). The product is N1=C(N=CC=C1)OCC(=O)OCC (Ethyl 2-pyrimidinyloxyacetate). Yield: 77.2%. Run at temperature 0 celsius. Procedure details: Ethyl glycolate (1.04 g) was dissolved in tetrahydrofuran (10 ml) and the solution was cooled to 0° C. Sodium hydride (60% suspension in oil, 0.43 g) was added and the suspension was stirred and then sonicated in an ultrasonic bath. 2-Chloropyrimidine (1.14 g) was added and the mixture was sonicated for a further 110 min. Ammonium chloride solution was added and the mixture was extracted thrice with ethyl acetate, the organic phases were washed with brine and dried, filtered and evaporated. The ... Starting materials: [Cl-].[NH4+] (Ammonium chloride), C(CO)(=O)OCC (Ethyl glycolate), ClC1=NC=CC=N1 (2-Chloropyrimidine), [H-].[Na+] (Sodium hydride). RXN SMILES: [C:1]([O:5][CH2:6][CH3:7])(=[O:4])[CH2:2][OH:3].[H-].[Na+].Cl[C:11]1[N:16]=[CH:15][CH:14]=[CH:13][N:12]=1.[Cl-].[NH4+]>O1CCCC1>[N:12]1[CH:13]=[CH:14][CH:15]=[N:16][C:11]=1[O:3][CH2:2][C:1]([O:5][CH2:6][CH3:7])=[O:4] |f:1.2,4.5|.